describe an organic reaction: reactants, conditions, products, and yield From a dataset of the Open Reaction Database (ORD), a public repository of structured organic reaction records. Reactants: [CH2]C, COc1cc(Oc2cccc(C(F)(F)F)c2)nc(C(=O)O)c1, CN(C)C=O, O=S(Cl)Cl, NNc1ccccc1, c1ccccc1. Product: COc1cc(Oc2cccc(C(F)(F)F)c2)nc(C(=O)NNc2ccccc2)c1. Reaction SMILES: [CH2:41][CH3:42].[CH3:1][O:2][c:3]1[cH:4][c:5]([C:20](=[O:21])[OH:22])[n:6][c:7]([O:9][c:10]2[cH:11][c:12]([C:16]([F:17])([F:18])[F:19])[cH:13][cH:14][cH:15]2)[cH:8]1.[O:43]=[CH:44][N:45]([CH3:46])[CH3:47].[S:23]([Cl:24])([Cl:25])=[O:26].[c:33]1([NH:39][NH2:40])[cH:34][cH:35][cH:36][cH:37][cH:38]1.[cH:27]1[cH:28][cH:29][cH:30][cH:31][cH:32]1>>[CH3:1][O:2][c:3]1[cH:4][c:5]([C:20](=[O:22])[NH:40][NH:39][c:33]2[cH:34][cH:35][cH:36][cH:37][cH:38]2)[n:6][c:7]([O:9][c:10]2[cH:11][c:12]([C:16]([F:17])([F:18])[F:19])[cH:13][cH:14][cH:15]2)[cH:8]1.